From a dataset of the Open Reaction Database (ORD), a public repository of structured organic reaction records. describe an organic reaction: reactants, conditions, products, and yield Reactants: OC1=NN(C=C1CCC(=O)OCC)CC1=CC=C(C=C1)O (ethyl 3-[3-hydroxy-1-(4-hydroxybenzyl)-1H-pyrazol-4-yl]propionate), [H-].[Na+] (sodium hydride), O (water), N1=CC(=CC=C1)CCl (3-Picolyl chloride). The solvent is CN(C=O)C (N,N-dimethylformamide). Conditions: time 30 minute. Product: N1=CC(=CC=C1)COC1=NN(C=C1CCC(=O)OCC)CC1=CC=C(C=C1)OCC=1C=NC=CC1 (ethyl 3-[3-(3-pyridylmethoxy)-1-[4-(3-pyridylmethoxy)benzyl]-1H-pyrazol-4-yl]propionate). Yield: 75.3%. RXN SMILES: [OH:1][C:2]1[C:6]([CH2:7][CH2:8][C:9]([O:11][CH2:12][CH3:13])=[O:10])=[CH:5][N:4]([CH2:14][C:15]2[CH:20]=[CH:19][C:18]([OH:21])=[CH:17][CH:16]=2)[N:3]=1.[H-].[Na+].[N:24]1[CH:29]=[CH:28][CH:27]=[C:26]([CH2:30]Cl)[CH:25]=1.O>CN(C)C=O>[N:24]1[CH:29]=[CH:28][CH:27]=[C:26]([CH2:30][O:1][C:2]2[C:6]([CH2:7][CH2:8][C:9]([O:11][CH2:12][CH3:13])=[O:10])=[CH:5][N:4]([CH2:14][C:15]3[CH:16]=[CH:17][C:18]([O:21][CH2:30][C:26]4[CH:25]=[N:24][CH:29]=[CH:28][CH:27]=4)=[CH:19][CH:20]=3)[N:3]=2)[CH:25]=1 |f:1.2|. Procedure details: To a solution of ethyl 3-[3-hydroxy-1-(4-hydroxybenzyl)-1H-pyrazol-4-yl]propionate (435 mg) in N,N-dimethylformamide (10 ml), sodium hydride (60%, oily, 120 mg) was added at 0° C., and then the solution was stirred at room temperature for 30 minutes. 3-Picolyl chloride (574 mg) was added to the reaction mixture, which was stirred at room temperature for one hour. The reaction mixture was poured into water, which was extracted with ethyl acetate. The ethyl acetate layer was washed with dilute hyd... Reactants: CCOP(=O)(CP(=O)(OCC)OCC)OCC, CN(C)C=O, COc1cc(CC(=O)Nc2nn(-c3ccccc3)cc2C=O)ccc1OCc1nc(-c2ccccc2)oc1C, [H-], [Na+], O. Product: CCOP(=O)(C=Cc1cn(-c2ccccc2)nc1NC(=O)Cc1ccc(OCc2nc(-c3ccccc3)oc2C)c(OC)c1)OCC. RXN SMILES: [CH2:1]([P:2](=[O:3])([O:4][CH2:5][CH3:6])[O:7][CH2:8][CH3:9])[P:10]([O:11][CH2:12][CH3:13])([O:14][CH2:15][CH3:16])=[O:17].[CH3:60][N:61]([CH3:62])[CH:63]=[O:64].[CH:20](=[O:21])[c:22]1[c:23]([NH:33][C:34]([CH2:35][c:36]2[cH:37][c:38]([O:56][CH3:57])[c:39]([O:42][CH2:43][c:44]3[n:45][c:46](-[c:50]4[cH:51][cH:52][cH:53][cH:54][cH:55]4)[o:47][c:48]3[CH3:49])[cH:40][cH:41]2)=[O:58])[n:24][n:25](-[c:27]2[cH:28][cH:29][cH:30][cH:31][cH:32]2)[cH:26]1.[H-:18].[Na+:19].[OH2:59]>>[CH:1]([P:10]([O:11][CH2:12][CH3:13])([O:14][CH2:15][CH3:16])=[O:17])=[CH:20][c:22]1[c:23]([NH:33][C:34]([CH2:35][c:36]2[cH:37][c:38]([O:56][CH3:57])[c:39]([O:42][CH2:43][c:44]3[n:45][c:46](-[c:50]4[cH:51][cH:52][cH:53][cH:54][cH:55]4)[o:47][c:48]3[CH3:49])[cH:40][cH:41]2)=[O:58])[n:24][n:25](-[c:27]2[cH:28][cH:29][cH:30][cH:31][cH:32]2)[cH:26]1.